Dataset: the Open Reaction Database (ORD), a public repository of structured organic reaction records. Task: describe an organic reaction: reactants, conditions, products, and yield Reactants: COP(=O)(CCc1c(-c2ccc(F)cc2)cc(-c2ccccc2)nc1C(C)C)CC(O)CC(=O)O, [Li+], C1COCCO1, [OH-]. Product: CC(C)c1nc(-c2ccccc2)cc(-c2ccc(F)cc2)c1CCP(=O)(O)CC(O)CC(=O)O. RXN SMILES: [F:1][c:2]1[cH:3][cH:4][c:5](-[c:8]2[c:9]([CH2:23][CH2:24][P:25](=[O:26])([CH2:27][CH:28]([CH2:29][C:30](=[O:31])[OH:32])[OH:33])[O:34][CH3:35])[c:10]([CH:20]([CH3:21])[CH3:22])[n:11][c:12](-[c:14]3[cH:15][cH:16][cH:17][cH:18][cH:19]3)[cH:13]2)[cH:6][cH:7]1.[Li+:37].[O:38]1[CH2:39][CH2:40][O:41][CH2:42][CH2:43]1.[OH-:36]>>[F:1][c:2]1[cH:3][cH:4][c:5](-[c:8]2[c:9]([CH2:23][CH2:24][P:25](=[O:26])([CH2:27][CH:28]([CH2:29][C:30](=[O:31])[OH:32])[OH:33])[OH:34])[c:10]([CH:20]([CH3:21])[CH3:22])[n:11][c:12](-[c:14]3[cH:15][cH:16][cH:17][cH:18][cH:19]3)[cH:13]2)[cH:6][cH:7]1. Reactants: CCO, ClCCl, CCOC(=O)CC1CCC2(CC1)CCN(CCC1CCNCC1)CC2. Yields the product O=C(O)CC1CCC2(CC1)CCN(CCC1CCNCC1)CC2. RXN SMILES: [CH3:26][CH2:27][OH:28].[Cl:29][CH2:30][Cl:31].[NH:1]1[CH2:2][CH2:3][CH:4]([CH2:7][CH2:8][N:9]2[CH2:10][CH2:11][C:12]3([CH2:13][CH2:14]2)[CH2:15][CH2:16][CH:17]([CH2:20][C:21](=[O:22])[O:23][CH2:24][CH3:25])[CH2:18][CH2:19]3)[CH2:5][CH2:6]1>>[NH:1]1[CH2:2][CH2:3][CH:4]([CH2:7][CH2:8][N:9]2[CH2:10][CH2:11][C:12]3([CH2:13][CH2:14]2)[CH2:15][CH2:16][CH:17]([CH2:20][C:21](=[O:22])[OH:23])[CH2:18][CH2:19]3)[CH2:5][CH2:6]1. Reaction conditions: time 4 hour. Reaction SMILES: [C:1]([O:5][C:6](=[O:33])[NH:7][CH:8]([CH2:21][C:22]1[CH:27]=[CH:26][C:25]([OH:28])=[C:24]([C:29]([CH3:32])([CH3:31])[CH3:30])[CH:23]=1)[CH2:9][N:10]1C(=O)C2C(=CC=CC=2)C1=O)([CH3:4])([CH3:3])[CH3:2].O.NN>CO>[C:1]([O:5][C:6](=[O:33])[NH:7][CH:8]([CH2:21][C:22]1[CH:27]=[CH:26][C:25]([OH:28])=[C:24]([C:29]([CH3:32])([CH3:31])[CH3:30])[CH:23]=1)[CH2:9][NH2:10])([CH3:3])([CH3:4])[CH3:2] |f:1.2|. The solvent is CO (methanol). Yields the product C(C)(C)(C)OC(NC(CN)CC1=CC(=C(C=C1)O)C(C)(C)C)=O ([2-amino-1-[(3-tert-butyl-4-hydroxyphenyl)methyl]ethyl]carbamic acid tert-butyl ester). Reported procedure: To a solution in methanol (15 ml) of the mixture containing [1-[(3-tert-butyl-4-hydroxyphenyl)methyl)-2-(1,3-dioxo-1,3-dihydroisoindol-2-yl)ethyl]carbamic acid tert-butyl ester, hydrazine monohydrate (2 ml) was added and the resulting mixture was stirred at room temperature for 4 hours. After filtering, the filtrate was concentrated under reduced pressure and the resulting residue was subjected to silica gel column chromatography (eluting solvent consisting of chloroform, methanol and aqueous am... Reactants: C(C)(C)(C)OC(NC(CN1C(C2=CC=CC=C2C1=O)=O)CC1=CC(=C(C=C1)O)C(C)(C)C)=O ([1-[(3-tert-butyl-4-hydroxyphenyl)methyl)-2-(1,3-dioxo-1,3-dihydroisoindol-2-yl)ethyl]carbamic acid tert-butyl ester), O.NN (hydrazine monohydrate). The reactants are C(C)(=O)O[BH-](OC(C)=O)OC(C)=O.[Na+] (sodium triacetoxyborohydride), O=CCCCCCC(=O)OCC (ethyl 7-oxoheptanoate), C(C)(=O)OC1C(C=2C(=NC(=C(N2)C2=CC=CC=C2)C2=CC=CC=C2)NC1)OC(C)=O (rac-2,3-diphenyl-5,6,7,8-tetrahydropyrido[2,3-b]pyrazine-7,8-diyl diacetate), C(C)(=O)OC1C(C=2C(=NC(=C(N2)C2=CC=CC=C2)C2=CC=CC=C2)NC1)OC(C)=O (rac-2,3-diphenyl-5,6,7,8-tetrahydropyrido[2,3-b]pyrazine-7,8-diyl diacetate), O=CCCCCCC(=O)OCC (ethyl 7-oxoheptanoate), C(C)(=O)O[BH-](OC(C)=O)OC(C)=O.[Na+] (sodium triacetoxyborohydride). Solvent: O (water), ClCCCl (DCE). Run at time 8 hour. Product: C(C)(=O)OC1C(C=2C(=NC(=C(N2)C2=CC=CC=C2)C2=CC=CC=C2)N(C1)CCCCCCC(=O)OCC)OC(C)=O (rac-5-(7-Ethoxy-7-oxoheptyl)-2,3-diphenyl-5,6,7,8-tetrahydropyrido[2,3-b]pyrazine-7,8-diyl diacetate). RXN SMILES: [C:1]([O:4][CH:5]1[CH2:26][NH:25][C:8]2=[N:9][C:10]([C:19]3[CH:24]=[CH:23][CH:22]=[CH:21][CH:20]=3)=[C:11]([C:13]3[CH:18]=[CH:17][CH:16]=[CH:15][CH:14]=3)[N:12]=[C:7]2[CH:6]1[O:27][C:28](=[O:30])[CH3:29])(=[O:3])[CH3:2].O=[CH:32][CH2:33][CH2:34][CH2:35][CH2:36][CH2:37][C:38]([O:40][CH2:41][CH3:42])=[O:39].C(O[BH-](OC(=O)C)OC(=O)C)(=O)C.[Na+]>ClCCCl.O>[C:1]([O:4][CH:5]1[CH2:26][N:25]([CH2:32][CH2:33][CH2:34][CH2:35][CH2:36][CH2:37][C:38]([O:40][CH2:41][CH3:42])=[O:39])[C:8]2=[N:9][C:10]([C:19]3[CH:20]=[CH:21][CH:22]=[CH:23][CH:24]=3)=[C:11]([C:13]3[CH:14]=[CH:15][CH:16]=[CH:17][CH:18]=3)[N:12]=[C:7]2[CH:6]1[O:27][C:28](=[O:30])[CH3:29])(=[O:3])[CH3:2] |f:2.3|. Procedure: To a solution of rac-2,3-diphenyl-5,6,7,8-tetrahydropyrido[2,3-b]pyrazine-7,8-diyl diacetate (Intermediate I) (69 mg, 0.171 mmol) in DCE (3 ml) was added ethyl 7-oxoheptanoate (88 mg, 0.513 mmol) followed by sodium triacetoxyborohydride (109 mg, 0.513 mmol). The reaction was left to stir overnight at room temperature under an atmosphere of nitrogen. To the reaction mixture was added further ethyl 7-oxoheptanoate (88 mg, 0.513 mmol) followed by sodium triacetoxyborohydride (109 mg, 0.513 mmol). T... Starting materials: C(Cl)Cl (methylene chloride), FC1=CC=C(C=C1)C(C1=CC=C(C=C1)F)N1CCNCC1 ([Bis(4-fluorophenyl)methyl]piperazine), C(Cl)C1CO1 (epichlorohydrin), C(=O)(O)[O-].[Na+] (NaHCO3). Run in C(C)O (ethanol), C(C)O (ethanol). Yields the product O.ClCC(CN1CCN(CC1)C(C1=CC=C(C=C1)F)C1=CC=C(C=C1)F)O (1-(1-Chloro-2-hydroxy-3-propanyl)-4-[bis(4-fluorophenyl)methyl]piperazine Monohydrate). The yield is 100.8%. Reaction SMILES: [F:1][C:2]1[CH:7]=[CH:6][C:5]([CH:8]([N:16]2[CH2:21][CH2:20][NH:19][CH2:18][CH2:17]2)[C:9]2[CH:14]=[CH:13][C:12]([F:15])=[CH:11][CH:10]=2)=[CH:4][CH:3]=1.[CH2:22]([CH:24]1[O:26][CH2:25]1)[Cl:23].C([O-])(O)=O.[Na+].C(Cl)Cl>C(O)C>[OH2:26].[Cl:23][CH2:22][CH:24]([OH:26])[CH2:25][N:19]1[CH2:18][CH2:17][N:16]([CH:8]([C:9]2[CH:10]=[CH:11][C:12]([F:15])=[CH:13][CH:14]=2)[C:5]2[CH:4]=[CH:3][C:2]([F:1])=[CH:7][CH:6]=2)[CH2:21][CH2:20]1 |f:2.3,6.7|. Procedure details: [Bis(4-fluorophenyl)methyl]piperazine, (14.4 g, 0.05 mol) in ethanol (200 mL) was added dropwise to epichlorohydrin (3.5 mL, 0.05 mol) in ethanol (12 mL) at 0° C. with NaHCO3 anhydrous (4.2 g, 0.05 mol) over 45 min under N2. The ice bath was removed and the mixture was allowed to come to room temperature. After 18 h the NaHCO3 was removed by filtration via a sintered glass funnel and the ethanol in the filtrate was removed in vacuo to give the crude product (21.3 g). Flash chromatography over si... The reactants are O=C([O-])O, CCOC(C)=O, CN(C)C=O, O=C(Cl)C(=O)Cl, Cl, NC(Cc1ccc(C(F)(F)F)cc1)C(O)c1ccc(F)cc1, [Na+], C1CCOC1, O, O=C(O)CCCc1ccccc1. The product is O=C(CCCc1ccccc1)NC(Cc1ccc(C(F)(F)F)cc1)C(O)c1ccc(F)cc1. Reaction SMILES: [C:42](=[O:43])([O-:44])[OH:45].[CH3:52][CH2:53][O:54][C:55](=[O:56])[CH3:57].[CH3:59][N:60]([CH3:61])[CH:62]=[O:63].[Cl:13][C:14]([C:15]([Cl:16])=[O:17])=[O:18].[ClH:19].[F:20][c:21]1[cH:22][cH:23][c:24]([CH:27]([CH:28]([CH2:29][c:30]2[cH:31][cH:32][c:33]([C:36]([F:37])([F:38])[F:39])[cH:34][cH:35]2)[NH2:40])[OH:41])[cH:25][cH:26]1.[Na+:46].[O:47]1[CH2:48][CH2:49][CH2:50][CH2:51]1.[OH2:58].[c:1]1([CH2:7][CH2:8][CH2:9][C:10](=[O:11])[OH:12])[cH:2][cH:3][cH:4][cH:5][cH:6]1>>[c:1]1([CH2:7][CH2:8][CH2:9][C:10](=[O:12])[NH:40][CH:28]([CH:27]([c:24]2[cH:23][cH:22][c:21]([F:20])[cH:26][cH:25]2)[OH:41])[CH2:29][c:30]2[cH:31][cH:32][c:33]([C:36]([F:37])([F:38])[F:39])[cH:34][cH:35]2)[cH:2][cH:3][cH:4][cH:5][cH:6]1. Reactants: [Na].C(CCC)C1C(NC(O1)=O)=O (5-butyl-oxazolidin-2,4-dione sodium salt), C(OC)(OC)=O (dimethyl carbonate), C[O-].[Na+] (sodium methylate), OC(C(=O)N)CCCC (2-hydroxyhexanoic acid amide), OC(C(=O)N)CCCC (2 -hydroxyhexanoic acid amide). The product is C(CCC)C1C(NC(O1)=O)=O (5-butyl-oxazolidin-2,4-dione). Reaction SMILES: C(=O)(OC)OC.C[O-].[Na+].OC(CCCC)C(N)=O.[Na].[CH2:20]([CH:24]1[O:28][C:27](=[O:29])[NH:26][C:25]1=[O:30])[CH2:21][CH2:22][CH3:23]>>[CH2:20]([CH:24]1[O:28][C:27](=[O:29])[NH:26][C:25]1=[O:30])[CH2:21][CH2:22][CH3:23] |f:1.2,4.5,^1:18|. Reported procedure: To this solution, dimethyl carbonate (74 g, 0.82 mol) and 30% sodium methylate (147 g, 0.82 mol) were again added and reacted at from 60 to 70° C. for 2 hours. Thereafter, a part of the reaction solution was sampled and the components of the reaction solution were analyzed by HPLC, as a result, the concentration of 2 -hydroxyhexanoic acid amide was 0 mass % in the solution and the concentration of 5-butyl-oxazolidin-2,4-dione sodium salt as the objective product was 27.5% in the solution. From t... Starting materials: C1(=CC=CC=C1)C (toluene), solution, [H-].C(C(C)C)[Al+]CC(C)C (diisobutylaluminum hydride), C(C)(C)O (isopropanol), C1OC(/C=C/[C@@H]2[C@H]3CC(O[C@H]3C[C@H]2OC2OCCCC2)=O)(COC2=CC3=CC=CC=C3C=C2)OC1 ((1S,5R,6R,7R)-6-[(E)-3,3-ethylenedioxy-4-(2-naphthyloxy)-1-butenyl]-7-(tetrahydropyran-2-yloxy)-2-oxabicyclo[3,3,0]octan-3-one). Run in O (water). Reaction conditions: time 30 minute. Product: C1OC(/C=C/[C@H]2[C@@H](C[C@@H]3OC(C[C@@H]32)O)OC3OCCCC3)(COC3=CC2=CC=CC=C2C=C3)OC1 ((2RS,3aR,4R,5R,6aS)-4-[(E)-3,3-Ethylenedioxy-4-(2-naphthyloxy)-1-butenyl]-5-(tetrahydropyran-2-yloxy)-perhydrocyclopenta[b]furan-2-ol). As a reaction SMILES: [H-].C([Al+]CC(C)C)C(C)C.[CH2:11]1[CH2:45][O:44][C:13]([CH2:32][O:33][C:34]2[CH:43]=[CH:42][C:41]3[C:36](=[CH:37][CH:38]=[CH:39][CH:40]=3)[CH:35]=2)(/[CH:14]=[CH:15]/[C@H:16]2[C@H:23]([O:24][CH:25]3[CH2:30][CH2:29][CH2:28][CH2:27][O:26]3)[CH2:22][C@H:21]3[C@@H:17]2[CH2:18][C:19](=[O:31])[O:20]3)[O:12]1.C1(C)C=CC=CC=1.C(O)(C)C>O>[CH2:45]1[CH2:11][O:12][C:13]([CH2:32][O:33][C:34]2[CH:43]=[CH:42][C:41]3[C:36](=[CH:37][CH:38]=[CH:39][CH:40]=3)[CH:35]=2)(/[CH:14]=[CH:15]/[C@@H:16]2[C@@H:17]3[C@@H:21]([O:20][CH:19]([OH:31])[CH2:18]3)[CH2:22][C@H:23]2[O:24][CH:25]2[CH2:30][CH2:29][CH2:28][CH2:27][O:26]2)[O:44]1 |f:0.1|. Reported procedure: Under argon at -70°, 1.5 ml. of a 20% solution of diisobutylaluminum hydride was added to a solution, cooled to -60°, of 150 mg. of (1S,5R,6R,7R)-6-[(E)-3,3-ethylenedioxy-4-(2-naphthyloxy)-1-butenyl]-7-(tetrahydropyran-2-yloxy)-2-oxabicyclo[3,3,0]octan-3-one (prepared according to Example 5[b]) in 15 ml. of absolute toluene. After 30 minutes, the mixture was combined with 0.75 ml. of isopropanol and 0.75 ml. of water and agitated for 30 minutes at 0°, diluted with 150 ml. of methylene chloride, ...